describe an organic reaction: reactants, conditions, products, and yield From a dataset of the Open Reaction Database (ORD), a public repository of structured organic reaction records. Reactants: O=C([O-])[O-], CC(C)(C)[Si](C)(C)Oc1ccc2cc[nH]c2c1, CCOC(C)=O, CCOC(=O)CBr, [Cs+], [Cs+], CN(C)C=O, O. The product is CCOC(=O)Cn1ccc2ccc(O[Si](C)(C)C(C)(C)C)cc21. As a reaction SMILES: [C:18](=[O:19])([O-:20])[O-:21].[C:1]([CH3:2])([CH3:3])([CH3:4])[Si:5]([O:6][c:7]1[cH:8][cH:9][c:10]2[cH:11][cH:12][nH:13][c:14]2[cH:15]1)([CH3:16])[CH3:17].[C:31]([O:32][CH2:33][CH3:34])(=[O:35])[CH3:36].[CH2:24]([CH3:25])[O:26][C:27]([CH2:28][Br:29])=[O:30].[Cs+:22].[Cs+:23].[O:38]=[CH:39][N:40]([CH3:41])[CH3:42].[OH2:37]>>[C:1]([CH3:2])([CH3:3])([CH3:4])[Si:5]([O:6][c:7]1[cH:8][cH:9][c:10]2[cH:11][cH:12][n:13]([CH2:28][C:27]([O:26][CH2:24][CH3:25])=[O:30])[c:14]2[cH:15]1)([CH3:16])[CH3:17]. RXN SMILES: [CH3:35][CH2:36][O:37][C:38](=[O:39])[CH3:40].[CH3:42][C:43]#[N:44].[OH2:41].[c:1]1([N:7]([C:8](=[O:9])[O:10][CH2:11][C:12]2=[CH:13][c:14]3[cH:15][cH:16][cH:17][c:18]([O:22][CH2:23][C:24](=[O:25])[O:26][CH2:27][CH3:28])[c:19]3[CH2:20][CH2:21]2)[c:29]2[cH:30][cH:31][cH:32][cH:33][cH:34]2)[cH:2][cH:3][cH:4][cH:5][cH:6]1>>[c:1]1([N:7]([C:8](=[O:9])[O:10][CH2:11][C:12]2([OH:37])[CH:13]([OH:41])[c:14]3[cH:15][cH:16][cH:17][c:18]([O:22][CH2:23][C:24](=[O:25])[O:26][CH2:27][CH3:28])[c:19]3[CH2:20][CH2:21]2)[c:29]2[cH:30][cH:31][cH:32][cH:33][cH:34]2)[cH:2][cH:3][cH:4][cH:5][cH:6]1. Reactants: CCOC(C)=O, CC#N, O, CCOC(=O)COc1cccc2c1CCC(COC(=O)N(c1ccccc1)c1ccccc1)=C2. The product is CCOC(=O)COc1cccc2c1CCC(O)(COC(=O)N(c1ccccc1)c1ccccc1)C2O.